From a dataset of the Open Reaction Database (ORD), a public repository of structured organic reaction records. describe an organic reaction: reactants, conditions, products, and yield Starting materials: BrC=1C=C(C(=O)Cl)C=CC1 (3-bromobenzoyl chloride), NC(C#N)(CN1N=C2C(=C(C=C(C2=C1)Cl)Cl)Cl)C (2-amino-2-methyl-3-(4,6,7-trichloro-2H-indazol-2-yl)propionitrile), TEA. Run in C1CCOC1 (THF), C1CCOC1 (THF). Product: BrC=1C=C(C(=O)NC(CN2N=C3C(=C(C=C(C3=C2)Cl)Cl)Cl)(C)C#N)C=CC1 (3-Bromo-N-[1-cyano-1-methyl-2-(4,6,7-trichloro-2H-indazol-2-yl)ethyl]benzamide), residue. Reaction SMILES: [Br:1][C:2]1[CH:3]=[C:4]([CH:8]=[CH:9][CH:10]=1)[C:5](Cl)=[O:6].[NH2:11][C:12]([CH3:28])([CH2:15][N:16]1[CH:24]=[C:23]2[C:18]([C:19]([Cl:27])=[C:20]([Cl:26])[CH:21]=[C:22]2[Cl:25])=[N:17]1)[C:13]#[N:14]>C1COCC1>[Br:1][C:2]1[CH:3]=[C:4]([CH:8]=[CH:9][CH:10]=1)[C:5]([NH:11][C:12]([C:13]#[N:14])([CH3:28])[CH2:15][N:16]1[CH:24]=[C:23]2[C:18]([C:19]([Cl:27])=[C:20]([Cl:26])[CH:21]=[C:22]2[Cl:25])=[N:17]1)=[O:6]. Reported procedure: Using a procedure similar to that described in Example 60, except using a solution of 3-bromobenzoyl chloride (0.16 mmole) in THF and a solution of 2-amino-2-methyl-3-(4,6,7-trichloro-2H-indazol-2-yl)propionitrile (0.075 mmole, described in Example 147) in THF mixed with TEA (3% v./v.), the title compound was isolated as solid residue (13.9 mg). It was dissolved in DMSO for further biological evaluation and analyzed by LCMS. MS (ES): M/Z [M+H]=485, RT=0.75 min. Starting materials: CN1CCC(CC1)C1C(NC2=CC=C(C=C12)[N+](=O)[O-])=O (3-(1-Methylpiperidin-4-yl)-5-nitroindolin-2-one). Reagents/catalysts: [Pd] (Pd—C). The solvent is C(C)O (ethanol). The product is NC=1C=C2C(C(NC2=CC1)=O)C1CCN(CC1)C (5-Amino-3-(1-methylpiperidin-4-yl)indolin-2-one). Yield: 49.9%. RXN SMILES: [CH3:1][N:2]1[CH2:7][CH2:6][CH:5]([CH:8]2[C:16]3[C:11](=[CH:12][CH:13]=[C:14]([N+:17]([O-])=O)[CH:15]=3)[NH:10][C:9]2=[O:20])[CH2:4][CH2:3]1>C(O)C.[Pd]>[NH2:17][C:14]1[CH:15]=[C:16]2[C:11](=[CH:12][CH:13]=1)[NH:10][C:9](=[O:20])[CH:8]2[CH:5]1[CH2:6][CH2:7][N:2]([CH3:1])[CH2:3][CH2:4]1. Procedure: A solution of compound 2 (0.18 g, 0.654 mmol) in dry ethanol (5 mL) was treated with Pd—C (˜0.02 g) and purged with hydrogen gas. The reaction was stirred at room temperature under hydrogen atm. (balloon pressure) overnight (16 h). The reaction was filtered through celite bed, washed with methanol (3×10 mL). The combined organic layer was evaporated and crude was purified by column chromatography (2M NH3 in MeOH:CH2Cl2, 1:9) to obtain compound 3 (0.08 g, 50%) as a foam. 1H NMR (DMSO-d6) δ 9.89 (... The reactants are [N+](=O)([O-])C1=CC=C(C=C1)C=1OC(C2=C(NC(C21)=O)C2=CC=CC=C2)=O (3-(p-Nitrophenyl)-6-phenylfuro[3,4-c]pyrrole-1,4-dione), S(=O)(=O)(OC)C1=CC=C(C)C=C1 (methyl tosylate), C([O-])([O-])=O.[K+].[K+] (potassium carbonate), CN(C=O)C (dimethyl formamide). Run in O (Water). Run at time 8 hour. Product: CN1C(=C2C(C1=O)=C(OC2=O)C2=CC=C(C=C2)[N+](=O)[O-])C2=CC=CC=C2 (5-Methyl-3-(p-nitrophenyl)-6-phenylfuro[3,4-c]pyrrole-1,4-dione). Yield: 69.3%. RXN SMILES: [N+:1]([C:4]1[CH:9]=[CH:8][C:7]([C:10]2[O:11][C:12](=[O:25])[C:13]3[C:17]=2[C:16](=[O:18])[NH:15][C:14]=3[C:19]2[CH:24]=[CH:23][CH:22]=[CH:21][CH:20]=2)=[CH:6][CH:5]=1)([O-:3])=[O:2].S(C1C=CC(C)=CC=1)(O[CH3:30])(=O)=O.C(=O)([O-])[O-].[K+].[K+].CN(C)C=O>O>[CH3:30][N:15]1[C:16](=[O:18])[C:17]2=[C:10]([C:7]3[CH:6]=[CH:5][C:4]([N+:1]([O-:3])=[O:2])=[CH:9][CH:8]=3)[O:11][C:12](=[O:25])[C:13]2=[C:14]1[C:19]1[CH:24]=[CH:23][CH:22]=[CH:21][CH:20]=1 |f:2.3.4|. Procedure details: A mixture of furopyrrole 12 (0.9 g, 2.7 mmol), methyl tosylate (750 mg, 4.04 mmol), potassium carbonate (1 g, 7.2 mmol) and dimethyl formamide was stirred at room temperature overnight. Water was then added, and the organic component extracted with DCM. The solvent was removed, and washing with water then methanol gave the methylated compound 13 as a red solid (0.652 g, 70%), m.p. 253-255° C. δH (CDCl3) 8.55 and 8.38 (4H, AA′BB′, Ar), 7.88-7.84 (2H, m, o-Ph), 7.65-7.60 (3H, m, m/p-Ph) and 3.49 (... The reactants are O=C(CBr)OCc1ccccc1, CN(C)C=O, O=C1Oc2ccc(Cl)cc2C1c1ccccc1, [H-], [Na+]. Product: O=C(CC1(c2ccccc2)C(=O)Oc2ccc(Cl)cc21)OCc1ccccc1. Reaction SMILES: [Br:20][CH2:21][C:22](=[O:23])[O:24][CH2:25][c:26]1[cH:27][cH:28][cH:29][cH:30][cH:31]1.[CH3:32][N:33]([CH3:34])[CH:35]=[O:36].[Cl:1][c:2]1[cH:3][cH:4][c:5]2[c:6]([cH:17]1)[CH:7]([c:11]1[cH:12][cH:13][cH:14][cH:15][cH:16]1)[C:8](=[O:10])[O:9]2.[H-:18].[Na+:19]>>[Cl:1][c:2]1[cH:3][cH:4][c:5]2[c:6]([cH:17]1)[C:7]([c:11]1[cH:12][cH:13][cH:14][cH:15][cH:16]1)([CH2:21][C:22](=[O:23])[O:24][CH2:25][c:26]1[cH:27][cH:28][cH:29][cH:30][cH:31]1)[C:8](=[O:10])[O:9]2. Product: O[C@@H]1[C@@H](SC2=C(NC1=O)C=CC=C2)C2=CC=C(C=C2)OC ((2S,3S)-2,3-dihydro-3-hydroxy-2-(4-methoxyphenyl)-1,5-benzothiazepin-4(5H)-one). As a reaction SMILES: NC1C=CC=CC=1[S:8][C@@H:9]([C:21]1[CH:26]=[CH:25][C:24]([O:27][CH3:28])=[CH:23][CH:22]=1)[C@@H:10]([OH:20])[C:11]([NH:13][C:14]1[CH:19]=[CH:18][CH:17]=[CH:16][CH:15]=1)=[O:12].O.C1(C)C=CC(S(O)(=O)=O)=CC=1>ClC1C=CC=CC=1>[OH:20][C@H:10]1[C:11](=[O:12])[NH:13][C:14]2[CH:19]=[CH:18][CH:17]=[CH:16][C:15]=2[S:8][C@H:9]1[C:21]1[CH:26]=[CH:25][C:24]([O:27][CH3:28])=[CH:23][CH:22]=1 |f:1.2|. The reactants are NC1=C(C=CC=C1)S[C@H]([C@H](C(=O)NC1=CC=CC=C1)O)C1=CC=C(C=C1)OC ((2S,3S)-3-(2-Aminophenylthio)-2-hydroxy-3-(4-methoxyphenyl)-N-phenylpropionamide), O.C1(=CC=C(C=C1)S(=O)(=O)O)C (p-toluenesulfonic acid monohydrate). Yield: 54.7%. Reported procedure: (2S,3S)-3-(2-Aminophenylthio)-2-hydroxy-3-(4-methoxyphenyl)-N-phenylpropionamide (582 mg) is mixed with chlorobenzene (10 ml), and the mixture is refluxed for 25 hours during which thereto is added p-toluenesulfonic acid monohydrate (112 mg) in 8 portions (14 mg×8) at intervals of three hours. The reaction mixture is cooled to room temperature, and concentrated under reduced pressure to remove the chlorobenzene. To the residue is added methanol (5 ml), and the mixture is refluxed for one hour. T... Run in ClC1=CC=CC=C1 (chlorobenzene). Reactants: CI (Methyl iodide), CN(C)CC=1N(C=CC1)C=1C=C(C(=O)OC)C=CC1 (methyl 3-(2-dimethylaminomethylpyrrol-1-yl)benzoate). The solvent is C(C)(=O)OCC (ethyl acetate). Run at time 2 hour. The product is [I-].C[N+](C)(C)CC=1N(C=CC1)C=1C=C(C(=O)OC)C=CC1 (methyl 3-(2-trimethylammoniomethylpyrrol-1-yl)benzoate iodide). RXN SMILES: [CH3:1][I:2].[CH3:3][N:4]([CH2:6][C:7]1[N:8]([C:12]2[CH:13]=[C:14]([CH:19]=[CH:20][CH:21]=2)[C:15]([O:17][CH3:18])=[O:16])[CH:9]=[CH:10][CH:11]=1)[CH3:5]>C(OCC)(=O)C>[I-:2].[CH3:3][N+:4]([CH2:6][C:7]1[N:8]([C:12]2[CH:13]=[C:14]([CH:19]=[CH:20][CH:21]=2)[C:15]([O:17][CH3:18])=[O:16])[CH:9]=[CH:10][CH:11]=1)([CH3:1])[CH3:5] |f:3.4|. Procedure: Methyl iodide (4.8 ml) was added dropwise to the mixture of methyl 3-(2-dimethylaminomethylpyrrol-1-yl)benzoate (10.0 g) and ethyl acetate (50 ml) at ambient temperature, and the mixture was stirred for 2 hours at the same temperature. The isolated precipitate was collected by filtration and dried to give methyl 3-(2-trimethylammoniomethylpyrrol-1-yl)benzoate iodide (13.52 g). The reactants are CCN(CC)C(=O)c1ccccc1C(O)c1ccc(N(C)C)cc1, CCN(CC)CCN, CN(C)c1ccc(C2OC(=O)c3ccccc32)cc1, [Cl-], [Cl-], [Zn+2]. Product: CCN(CC)CCN1C(=O)c2ccccc2C1c1ccc(N(C)C)cc1. RXN SMILES: [CH2:20]([N:21]([CH2:22][CH3:23])[C:24](=[O:25])[c:26]1[cH:27][cH:28][cH:29][cH:30][c:31]1[CH:32]([OH:33])[c:34]1[cH:35][cH:36][c:37]([N:38]([CH3:39])[CH3:40])[cH:41][cH:42]1)[CH3:43].[CH2:44]([CH3:45])[N:46]([CH2:47][CH2:48][NH2:49])[CH2:50][CH3:51].[CH3:1][N:2]([c:3]1[cH:4][cH:5][c:6]([CH:9]2[O:10][C:11](=[O:18])[c:12]3[cH:13][cH:14][cH:15][cH:16][c:17]32)[cH:7][cH:8]1)[CH3:19].[Cl-:52].[Cl-:54].[Zn+2:53]>>[CH3:1][N:2]([c:3]1[cH:4][cH:5][c:6]([CH:9]2[c:17]3[c:12]([cH:13][cH:14][cH:15][cH:16]3)[C:11](=[O:18])[N:49]2[CH2:48][CH2:47][N:46]([CH2:44][CH3:45])[CH2:50][CH3:51])[cH:7][cH:8]1)[CH3:19]. Reactants: CC#N, FC(F)(F)CN=C=S, Nc1ccnc(CCCCN2C(=O)c3ccccc3C2=O)n1. Yields the product O=C1c2ccccc2C(=O)N1CCCCc1nccc(NC(=S)NCC(F)(F)F)n1. As a reaction SMILES: [CH3:31][C:32]#[N:33].[F:23][C:24]([CH2:25][N:26]=[C:27]=[S:28])([F:29])[F:30].[NH2:1][c:2]1[n:3][c:4]([CH2:8][CH2:9][CH2:10][CH2:11][N:12]2[C:13](=[O:22])[c:14]3[c:15]([cH:18][cH:19][cH:20][cH:21]3)[C:16]2=[O:17])[n:5][cH:6][cH:7]1>>[NH:1]([c:2]1[n:3][c:4]([CH2:8][CH2:9][CH2:10][CH2:11][N:12]2[C:13](=[O:22])[c:14]3[c:15]([cH:18][cH:19][cH:20][cH:21]3)[C:16]2=[O:17])[n:5][cH:6][cH:7]1)[C:27]([NH:26][CH2:25][C:24]([F:23])([F:29])[F:30])=[S:28].